Dataset: the Open Reaction Database (ORD), a public repository of structured organic reaction records. Task: describe an organic reaction: reactants, conditions, products, and yield The reactants are ClC1=NC=CC=C1C1=C(C(=CN1S(=O)(=O)C=1C=NC=CC1)CN(C(OC(C)(C)C)=O)C)F (tert-butyl {[5-(2-chloropyridin-3-yl)-4-fluoro-1-(pyridin-3-ylsulfonyl)-1H-pyrrol-3-yl]methyl}methylcarbamate), C(C)(=O)OCC.Cl (hydrogen chloride-ethyl acetate), C(C)(=O)OCC (ethyl acetate). Run in CC(C)O (2-propanol), CO (methanol). Conditions: time 3 hour. The product is C(\C=C\C(=O)O)(=O)O.ClC1=NC=CC=C1C1=C(C(=CN1S(=O)(=O)C=1C=NC=CC1)CNC)F (1-[5-(2-chloropyridin-3-yl)-4-fluoro-1-(pyridin-3-ylsulfonyl)-1H-pyrrol-3-yl]-N-methylmethanamine fumarate). RXN SMILES: [Cl:1][C:2]1[C:7]([C:8]2[N:12]([S:13]([C:16]3[CH:17]=[N:18][CH:19]=[CH:20][CH:21]=3)(=[O:15])=[O:14])[CH:11]=[C:10]([CH2:22][N:23](C)[C:24](=O)OC(C)(C)C)[C:9]=2[F:32])=[CH:6][CH:5]=[CH:4][N:3]=1.[C:33]([O:36]CC)(=[O:35])[CH3:34].Cl.[C:40]([O:43]CC)(=[O:42])[CH3:41]>CC(O)C.CO>[C:40]([OH:43])(=[O:42])/[CH:41]=[CH:34]/[C:33]([OH:36])=[O:35].[Cl:1][C:2]1[C:7]([C:8]2[N:12]([S:13]([C:16]3[CH:17]=[N:18][CH:19]=[CH:20][CH:21]=3)(=[O:14])=[O:15])[CH:11]=[C:10]([CH2:22][NH:23][CH3:24])[C:9]=2[F:32])=[CH:6][CH:5]=[CH:4][N:3]=1 |f:1.2,6.7|. Reported procedure: To a solution of tert-butyl {[5-(2-chloropyridin-3-yl)-4-fluoro-1-(pyridin-3-ylsulfonyl)-1H-pyrrol-3-yl]methyl}methylcarbamate (465 mg) in ethyl acetate (3 mL), 2-propanol (2 mL) and methanol (3 mL) was added 4 mol/L hydrogen chloride-ethyl acetate solution (6 mL), and the mixture was stirred at room temperature for 3 hr. The reaction mixture was concentrated under reduced pressure, and the residue was diluted with saturated aqueous sodium hydrogen carbonate solution, and extracted with ethyl ac... The reactants are N1=CC(=CC=C1)C1=NOC(=N1)C=1C=C(C(=O)OC(C)(C)C)C=CC1 (tert-butyl 3-(3-(pyridin-3-yl)-1,2,4-oxadiazol-5-yl)benzoate), FC(C(=O)O)(F)F (trifluoroacetic acid). Run in C(Cl)Cl (methylene chloride). Reaction conditions: time 1 hour. The product is N1=CC(=CC=C1)C1=NOC(=N1)C=1C=C(C(=O)O)C=CC1 (3-(3-(pyridin-3-yl)-1,2,4-oxadiazol-5-yl)benzoic acid). As a reaction SMILES: [N:1]1[CH:6]=[CH:5][CH:4]=[C:3]([C:7]2[N:11]=[C:10]([C:12]3[CH:13]=[C:14]([CH:22]=[CH:23][CH:24]=3)[C:15]([O:17]C(C)(C)C)=[O:16])[O:9][N:8]=2)[CH:2]=1.FC(F)(F)C(O)=O>C(Cl)Cl>[N:1]1[CH:6]=[CH:5][CH:4]=[C:3]([C:7]2[N:11]=[C:10]([C:12]3[CH:13]=[C:14]([CH:22]=[CH:23][CH:24]=3)[C:15]([OH:17])=[O:16])[O:9][N:8]=2)[CH:2]=1. Procedure details: A solution of the product of Example 45 (180 mg, 0.56 mmol) in methylene chloride (5 mL) was stirred with trifluoroacetic acid (1 mL) at room temperature for 4 hours. It was then concentrated and the residue was stirred in water (15 mL) for 1 hour. The precipitate was collected by filtration and dried to give the title compound. 1H NMR (300 MHz, DMSO-d6) δ 7.66 (ddd, J=7.9, 4.8, 0.8 Hz, 1 H), 7.83 (t, J=7.5 Hz, 1 H), 8.28 (ddd, J=8.0, 1.5, 1.2 Hz, 1 H), 8.42-8.51 (m, 2 H), 8.70 (t, J=1.6 Hz, 1 H... Procedure details: Trifluoroacetic acid (3 mL) was added dropwise with stiffing at 0° C. to a solution of t-butyl 4-(4-chlorophenyl)piperazine-1-carboxylate (360.6 mg, 1.21 mmol, 1.00 equiv) in dichloromethane (12 mL). The resulting solution was stirred for 3 h at 20° C. in an oil bath. The pH value of the solution was adjusted to 7-8 with a saturated solution of sodium bicarbonate. The resulting solution was extracted with 6×20 mL of dichloromethane, the organic layers combined and dried over anhydrous sodium sul... The reactants are FC(C(=O)O)(F)F (Trifluoroacetic acid), ClC1=CC=C(C=C1)N1CCN(CC1)C(=O)OC(C)(C)C (t-butyl 4-(4-chlorophenyl)piperazine-1-carboxylate), C([O-])(O)=O.[Na+] (sodium bicarbonate). Product: ClC1=CC=C(C=C1)N1CCNCC1 (1-(4-Chlorophenyl)piperazine). Conditions: temperature 20 celsius, time 3 hour. RXN SMILES: FC(F)(F)C(O)=O.[Cl:8][C:9]1[CH:14]=[CH:13][C:12]([N:15]2[CH2:20][CH2:19][N:18](C(OC(C)(C)C)=O)[CH2:17][CH2:16]2)=[CH:11][CH:10]=1.C(=O)(O)[O-].[Na+]>ClCCl>[Cl:8][C:9]1[CH:10]=[CH:11][C:12]([N:15]2[CH2:20][CH2:19][NH:18][CH2:17][CH2:16]2)=[CH:13][CH:14]=1 |f:2.3|. The solvent is ClCCl (dichloromethane). Starting materials: COC(=O)C1CCC(Oc2ccccc2)CC1, Cc1ccccc1, NN, O. Product: NNC(=O)C1CCC(Oc2ccccc2)CC1. RXN SMILES: [CH3:1][O:2][C:3](=[O:4])[CH:5]1[CH2:6][CH2:7][CH:8]([O:11][c:12]2[cH:13][cH:14][cH:15][cH:16][cH:17]2)[CH2:9][CH2:10]1.[CH3:21][c:22]1[cH:23][cH:24][cH:25][cH:26][cH:27]1.[NH2:19][NH2:20].[OH2:18]>>[O:2]=[C:3]([CH:5]1[CH2:6][CH2:7][CH:8]([O:11][c:12]2[cH:13][cH:14][cH:15][cH:16][cH:17]2)[CH2:9][CH2:10]1)[NH:19][NH2:20]. The reactants are CC(F)(C(=O)O)C(=O)NCc1cc(F)cc(F)c1, CN1C(=O)C(N)c2ccccc2-c2ccccc21. Product: CN1C(=O)C(NC(=O)C(C)(F)C(=O)NCc2cc(F)cc(F)c2)c2ccccc2-c2ccccc21. RXN SMILES: [F:19][c:20]1[cH:21][c:22]([CH2:23][NH:24][C:25]([C:26]([C:27](=[O:28])[OH:29])([CH3:30])[F:31])=[O:32])[cH:33][c:34]([F:36])[cH:35]1.[NH2:1][CH:2]1[c:3]2[c:4]([cH:15][cH:16][cH:17][cH:18]2)-[c:5]2[c:6]([cH:11][cH:12][cH:13][cH:14]2)[N:7]([CH3:10])[C:8]1=[O:9]>>[NH:1]([CH:2]1[c:3]2[c:4]([cH:15][cH:16][cH:17][cH:18]2)-[c:5]2[c:6]([cH:11][cH:12][cH:13][cH:14]2)[N:7]([CH3:10])[C:8]1=[O:9])[C:27]([C:26]([C:25]([NH:24][CH2:23][c:22]1[cH:21][c:20]([F:19])[cH:35][c:34]([F:36])[cH:33]1)=[O:32])([CH3:30])[F:31])=[O:28]. Reactants: C1(CC1)NCC#C (N-Cyclopropyl-N-(prop-2-ynyl)amine), ClC1=CC=C(C=C1)/C(=C/COC1=CC(=C(OCC(=O)OC)C=C1)C)/C1=CC=C(C=C1)I (methyl (Z)-[4-[3-(4-chlorophenyl)-3-(4-iodophenyl)allyloxy]-2-methylphenoxy]acetate). The reagents and catalysts are [Cu]I (copper(I) iodide), C=1C=CC(=CC1)[P](C=2C=CC=CC2)(C=3C=CC=CC3)[Pd]([P](C=4C=CC=CC4)(C=5C=CC=CC5)C=6C=CC=CC6)([P](C=7C=CC=CC7)(C=8C=CC=CC8)C=9C=CC=CC9)[P](C=1C=CC=CC1)(C=1C=CC=CC1)C=1C=CC=CC1 (tetrakis(triphenylphosphine)palladium). Run in O1CCCC1 (tetrahydrofuran), C(C)N(CC)CC (triethylamine), ClCCl (dichloromethane). Reaction conditions: time 2 day. The product is ClC1=CC=C(C=C1)/C(=C/COC1=CC(=C(OCC(=O)OC)C=C1)C)/C1=CC=C(C=C1)C#CCNC1CC1 (methyl (E)-[4-[3-(4-chlorophenyl)-3-[4-[3-(N-cyclopropylamino)propynyl]phenyl]allyloxy]-2-methylphenoxy]acetate). RXN SMILES: [CH:1]1([NH:4][CH2:5][C:6]#[CH:7])[CH2:3][CH2:2]1.[Cl:8][C:9]1[CH:14]=[CH:13][C:12](/[C:15](/[C:32]2[CH:37]=[CH:36][C:35](I)=[CH:34][CH:33]=2)=[CH:16]/[CH2:17][O:18][C:19]2[CH:30]=[CH:29][C:22]([O:23][CH2:24][C:25]([O:27][CH3:28])=[O:26])=[C:21]([CH3:31])[CH:20]=2)=[CH:11][CH:10]=1>O1CCCC1.C(N(CC)CC)C.ClCCl.[Cu]I.C1C=CC([P]([Pd]([P](C2C=CC=CC=2)(C2C=CC=CC=2)C2C=CC=CC=2)([P](C2C=CC=CC=2)(C2C=CC=CC=2)C2C=CC=CC=2)[P](C2C=CC=CC=2)(C2C=CC=CC=2)C2C=CC=CC=2)(C2C=CC=CC=2)C2C=CC=CC=2)=CC=1>[Cl:8][C:9]1[CH:10]=[CH:11][C:12](/[C:15](/[C:32]2[CH:33]=[CH:34][C:35]([C:7]#[C:6][CH2:5][NH:4][CH:1]3[CH2:3][CH2:2]3)=[CH:36][CH:37]=2)=[CH:16]/[CH2:17][O:18][C:19]2[CH:30]=[CH:29][C:22]([O:23][CH2:24][C:25]([O:27][CH3:28])=[O:26])=[C:21]([CH3:31])[CH:20]=2)=[CH:13][CH:14]=1 |^1:59,61,80,99|. Reported procedure: N-Cyclopropyl-N-(prop-2-ynyl)amine (105 mg, 1.103 mmol) was added to a solution of methyl (Z)-[4-[3-(4-chlorophenyl)-3-(4-iodophenyl)allyloxy]-2-methylphenoxy]acetate (336 mg, 0.613 mmol; prepared as described in example 7) in a mixture of tetrahydrofuran (5 mL) and triethylamine (5 mL). The mixture was degassed and copper(I) iodide (19 mg, 0.1 mmol) and tetrakis(triphenylphosphine)palladium (58 mg, 0.05 mmol) were added. The reaction mixture was stirred at ambient temperature for 2 days, dilute... Starting materials: C1(=CC=CC=C1)N(C(=O)C=1C=CC2=C(N=C(S2)COC)C1)CCC(=O)OCC (2-methoxymethylbenzothiazole-5-carboxylic acid-N-phenyl-N-(2-ethoxycarbonylethyl)amide), solution, B(Br)(Br)Br (boron tribromide). RXN SMILES: [C:1]1([N:7]([CH2:22][CH2:23][C:24]([O:26][CH2:27][CH3:28])=[O:25])[C:8]([C:10]2[CH:11]=[CH:12][C:13]3[S:17][C:16]([CH2:18]OC)=[N:15][C:14]=3[CH:21]=2)=[O:9])[CH:6]=[CH:5][CH:4]=[CH:3][CH:2]=1.B(Br)(Br)[Br:30]>ClCCl>[C:1]1([N:7]([CH2:22][CH2:23][C:24]([O:26][CH2:27][CH3:28])=[O:25])[C:8]([C:10]2[CH:11]=[CH:12][C:13]3[S:17][C:16]([CH2:18][Br:30])=[N:15][C:14]=3[CH:21]=2)=[O:9])[CH:6]=[CH:5][CH:4]=[CH:3][CH:2]=1. Solvent: ClCCl (dichloromethane), ClCCl (dichloromethane). The product is C1(=CC=CC=C1)N(C(=O)C=1C=CC2=C(N=C(S2)CBr)C1)CCC(=O)OCC (2-bromomethylbenzothiazole-5-carboxylic acid-N-phenyl-N-(2-ethoxycarbonylethyl)amide). Procedure details: A mixture of 2.05 g (5.14 mmol) of 2-methoxymethylbenzothiazole-5-carboxylic acid-N-phenyl-N-(2-ethoxycarbonylethyl)amide and 5.7 mL (5.7 mmol) of a 1M solution of boron tribromide in dichloromethane was dissolved in a further 60 mL of dichloromethane and stirred for 16 hours at room temperature. Then the mixture was washed with 40 mL of saturated sodium hydrogen carbonate solution, the organic phase was dried with sodium sulfate, and the solvent was distilled off. The crude 2-bromomethylbenzoth... Reaction conditions: time 16 hour.